This data is from the Open Reaction Database (ORD), a public repository of structured organic reaction records. The task is: describe an organic reaction: reactants, conditions, products, and yield Reactants: CCO, COC(=O)c1cc(F)c(C#N)cc1Cl, NO. The product is COC(=O)c1cc(F)c(C(N)=NO)cc1Cl. RXN SMILES: [CH3:17][CH2:18][OH:19].[Cl:1][c:2]1[c:3]([C:4](=[O:5])[O:6][CH3:7])[cH:8][c:9]([F:14])[c:10]([C:12]#[N:13])[cH:11]1.[NH2:15][OH:16]>>[Cl:1][c:2]1[c:3]([C:4](=[O:5])[O:6][CH3:7])[cH:8][c:9]([F:14])[c:10]([C:12]([NH2:13])=[N:15][OH:16])[cH:11]1. Reactants: [Br-], CC[n+]1csc(CCO)c1C, C1CCOC1, C1CCC2=NCCCN2CC1, CC(=O)[Si](C)(C)C, CC(C)O, O=C(C=Cc1ccccc1)c1ccccc1. Product: CC(=O)C(CC(=O)c1ccccc1)c1ccccc1. RXN SMILES: [Br-:39].[CH2:40]([n+:41]1[c:42]([CH3:43])[c:44]([CH2:45][CH2:46][OH:47])[s:48][cH:49]1)[CH3:50].[CH2:51]1[O:52][CH2:53][CH2:54][CH2:55]1.[CH2:8]1[CH2:9][CH2:10][C:11]2=[N:16][CH2:15][CH2:14][CH2:13][N:12]2[CH2:17][CH2:18]1.[CH3:1][Si:2]([C:3]([CH3:4])=[O:5])([CH3:6])[CH3:7].[CH3:35][CH:36]([OH:37])[CH3:38].[c:19]1([CH:25]=[CH:26][C:27](=[O:28])[c:29]2[cH:30][cH:31][cH:32][cH:33][cH:34]2)[cH:20][cH:21][cH:22][cH:23][cH:24]1>>[C:3]([CH3:4])(=[O:5])[CH:25]([c:19]1[cH:20][cH:21][cH:22][cH:23][cH:24]1)[CH2:26][C:27](=[O:28])[c:29]1[cH:30][cH:31][cH:32][cH:33][cH:34]1.